From a dataset of the Open Reaction Database (ORD), a public repository of structured organic reaction records. describe an organic reaction: reactants, conditions, products, and yield The reactants are C(C)(=O)N1CCC2=CC(=CC=C12)N (1-acetyl-5-amino-indoline), ClC(C(O)O)(Cl)Cl (chloral hydrate), [O-]S(=O)(=O)[O-].[Na+].[Na+] (Na2SO4), Cl.NO (hydroxylamine hydrochloride), ice water, 1-acetyl-5-[2-(isonitroso)acetamido]indoline, OS(=O)(=O)O (H2SO4). Run in Cl (HCl), O (H2O), O (H2O). Reaction conditions: temperature 20 celsius, time 30 minute. The product is C(C)(=O)N1C(=O)C(=O)C2=CC=CC=C12 (1-acetyl isatin). Yield: 113.5%. As a reaction SMILES: [C:1]([N:4]1[C:12]2C(=[CH:8][C:9](N)=[CH:10][CH:11]=2)[CH2:6][CH2:5]1)(=[O:3])C.Cl[C:15](Cl)(Cl)[CH:16]([OH:18])O.[O-:21]S([O-])(=O)=O.[Na+].[Na+].Cl.NO.OS(O)(=O)=O>Cl.O>[C:5]([N:4]1[C:12]2[C:15](=[CH:8][CH:9]=[CH:10][CH:11]=2)[C:16](=[O:18])[C:1]1=[O:3])(=[O:21])[CH3:6] |f:2.3.4,5.6|. Procedure details: A solution of 1-acetyl-5-amino-indoline (4.94 g, 28.03 mmol) in conc. HCl (250 mL) and H2O (17 mL) was added to a mixture of chloral hydrate (5.12 g, 31.0 mmol), and Na2SO4 (73.8 g, 0.52 mol) in H2O (68 mL). Once all materials were dissolved, hydroxylamine hydrochloride (6.27 g, 190 mmol) was added and the solution was heated to boiling over 30 minutes and maintained at a boil for 30 minutes. The precipitate which formed upon cooling to 20° C. was removed by filtration, washed with H2O, and drie... The reactants are Cl, NCc1ccc(F)cc1, CN(C)C=O, COC(=O)c1nc(-c2cccs2)nc(O)c1O. The product is O=C(NCc1ccc(F)cc1)c1nc(-c2cccs2)nc(O)c1O. RXN SMILES: [ClH:27].[F:18][c:19]1[cH:20][cH:21][c:22]([CH2:23][NH2:24])[cH:25][cH:26]1.[O:28]=[CH:29][N:30]([CH3:31])[CH3:32].[OH:1][c:2]1[c:3]([C:14]([O:16][CH3:15])=[O:17])[n:4][c:5](-[c:9]2[s:10][cH:11][cH:12][cH:13]2)[n:6][c:7]1[OH:8]>>[OH:1][c:2]1[c:3]([C:14](=[O:16])[NH:24][CH2:23][c:22]2[cH:21][cH:20][c:19]([F:18])[cH:26][cH:25]2)[n:4][c:5](-[c:9]2[s:10][cH:11][cH:12][cH:13]2)[n:6][c:7]1[OH:8]. Reactants: COC=1C=C(CC2N(CCCC3=C2C=C(C(=C3)OC)OC)C(C(=O)O)C3=CC=CC=C3)C=CC1OC ([1-(3,4-dimethoxy-benzyl)-7,8-dimethoxy-1,3,4,5-tetrahydro-benzo[c]azepin-2-yl]-phenyl-acetic acid), C(C)(=O)NCCN (N-acetylethylendiamine). The product is C(C)(=O)NCCNC(C(C1=CC=CC=C1)N1C(C2=C(CCC1)C=C(C(=C2)OC)OC)CC2=CC(=C(C=C2)OC)OC)=O (N-(2-Acetylamino-ethyl)-2-[1-(3,4-dimethoxy-benzyl)-7,8-dimethoxy-1,3,4,5-tetrahydro-benzo[c]azepin-2-yl]-2-phenyl-acetamide). RXN SMILES: [CH3:1][O:2][C:3]1[CH:4]=[C:5]([CH:32]=[CH:33][C:34]=1[O:35][CH3:36])[CH2:6][CH:7]1[C:13]2[CH:14]=[C:15]([O:20][CH3:21])[C:16]([O:18][CH3:19])=[CH:17][C:12]=2[CH2:11][CH2:10][CH2:9][N:8]1[CH:22]([C:26]1[CH:31]=[CH:30][CH:29]=[CH:28][CH:27]=1)[C:23](O)=[O:24].[C:37]([NH:40][CH2:41][CH2:42][NH2:43])(=[O:39])[CH3:38]>>[C:37]([NH:40][CH2:41][CH2:42][NH:43][C:23](=[O:24])[CH:22]([N:8]1[CH2:9][CH2:10][CH2:11][C:12]2[CH:17]=[C:16]([O:18][CH3:19])[C:15]([O:20][CH3:21])=[CH:14][C:13]=2[CH:7]1[CH2:6][C:5]1[CH:32]=[CH:33][C:34]([O:35][CH3:36])=[C:3]([O:2][CH3:1])[CH:4]=1)[C:26]1[CH:31]=[CH:30][CH:29]=[CH:28][CH:27]=1)(=[O:39])[CH3:38]. Procedure details: prepared by reaction of [1-(3,4-dimethoxy-benzyl)-7,8-dimethoxy-1,3,4,5-tetrahydro-benzo[c]azepin-2-yl]-phenyl-acetic acid with N-acetylethylendiamine. Starting materials: BrBr (bromine), BrC1=CC(=C(CC=2SC=CC2)C=C1)F ((4-bromo-2-fluorobenzyl)thiophene), S(=O)(=O)([O-])S(=O)[O-].[Na+].[Na+] (sodium metabisulphite), O (water). Run in C(C)(=O)O (acetic acid), C(C)(=O)O (acetic acid). Reaction conditions: time 2 hour. Yields the product BrC=1SC(=CC1)CC1=C(C=C(C=C1)Br)F (2-bromo-5-(4-bromo-2-fluorobenzyl)thiophene). Yield: 72.0%. Reaction SMILES: [Br:1]Br.[Br:3][C:4]1[CH:15]=[CH:14][C:7]([CH2:8][C:9]2[S:10][CH:11]=[CH:12][CH:13]=2)=[C:6]([F:16])[CH:5]=1.O.S(S([O-])=O)([O-])(=O)=O.[Na+].[Na+]>C(O)(=O)C>[Br:1][C:11]1[S:10][C:9]([CH2:8][C:7]2[CH:14]=[CH:15][C:4]([Br:3])=[CH:5][C:6]=2[F:16])=[CH:13][CH:12]=1 |f:3.4.5|. Procedure: A solution of bromine (0.44 ml) in acetic acid (5 ml) was added during 10 minutes to a stirred solution of (4-bromo-2-fluorobenzyl)thiophene (2.33 g) in acetic acid (10 ml). The solution was stirred for 2 hours, then poured into a mixture of water (50 ml) and a 20% w/v solution of sodium metabisulphite (20 ml). The mixture was extracted with ether (2×50 ml), the combined extracts washed with water and saturated brine, and then dried (MgSO4). The solvent was removed by evaporation to give 2-bromo... Starting materials: CCOc1nc(NC)nc2ccc(C=O)cc12, C1CCNCC1, Cc1ccccc1, O=C1CSC(NCCc2cccc(F)c2)=N1, O=C(O)c1ccccc1. Yields the product CCOc1nc(NC)nc2ccc(C=C3SC(NCCc4cccc(F)c4)=NC3=O)cc12. As a reaction SMILES: [CH2:17]([CH3:18])[O:19][c:20]1[n:21][c:22]([NH:32][CH3:33])[n:23][c:24]2[cH:25][cH:26][c:27]([CH:30]=[O:31])[cH:28][c:29]12.[CH2:43]1[CH2:44][CH2:45][NH:46][CH2:47][CH2:48]1.[CH3:49][c:50]1[cH:51][cH:52][cH:53][cH:54][cH:55]1.[F:1][c:2]1[cH:3][c:4]([CH2:8][CH2:9][NH:10][C:11]2=[N:15][C:14](=[O:16])[CH2:13][S:12]2)[cH:5][cH:6][cH:7]1.[OH:34][C:35]([c:36]1[cH:37][cH:38][cH:39][cH:40][cH:41]1)=[O:42]>>[F:1][c:2]1[cH:3][c:4]([CH2:8][CH2:9][NH:10][C:11]2=[N:15][C:14](=[O:16])[C:13](=[CH:30][c:27]3[cH:26][cH:25][c:24]4[n:23][c:22]([NH:32][CH3:33])[n:21][c:20]([O:19][CH2:17][CH3:18])[c:29]4[cH:28]3)[S:12]2)[cH:5][cH:6][cH:7]1. The reactants are [Li]CCCC, C1CCOC1, CN(C)S(=O)(=O)n1ccnc1[Si](C)(C)C(C)(C)C, CN(C)C=O. The product is CN(C)S(=O)(=O)n1cc(C=O)nc1[Si](C)(C)C(C)(C)C. Reaction SMILES: [CH2:19]([Li:20])[CH2:21][CH2:22][CH3:23].[CH2:29]1[O:30][CH2:31][CH2:32][CH2:33]1.[CH3:1][N:2]([S:3](=[O:4])(=[O:5])[n:6]1[c:7]([Si:11]([CH3:12])([CH3:13])[C:14]([CH3:15])([CH3:16])[CH3:17])[n:8][cH:9][cH:10]1)[CH3:18].[O:24]=[CH:25][N:26]([CH3:27])[CH3:28]>>[CH3:1][N:2]([S:3](=[O:4])(=[O:5])[n:6]1[c:7]([Si:11]([CH3:12])([CH3:13])[C:14]([CH3:15])([CH3:16])[CH3:17])[n:8][c:9]([CH:25]=[O:24])[cH:10]1)[CH3:18]. Starting materials: C(C)OC1CCC(N1)=O (5-Ethoxy-2-pyrrolidone), C(N)(OCC1=CC=CC=C1)=O (benzyl carbamate), C1(=CC=C(C=C1)S(=O)(=O)O)C (p-toluenesulfonic acid), C1CC(=O)N2C1NC(=O)C2 (dimiracetam). The product is C(C1=CC=CC=C1)OC(=O)NC1CCC(N1)=O (5-benzyloxycarbonylamino-2-pyrrolidone). Reaction SMILES: [CH2:1]1[CH:6]2[NH:7][C:8](C[N:5]2[C:3](=[O:4])[CH2:2]1)=[O:9].C(OC1NC(=O)CC1)C.C(=O)([O:22][CH2:23][C:24]1[CH:29]=[CH:28][CH:27]=[CH:26][CH:25]=1)N.C1(C)C=CC(S(O)(=O)=O)=CC=1>>[CH2:23]([O:22][C:8]([NH:7][CH:6]1[NH:5][C:3](=[O:4])[CH2:2][CH2:1]1)=[O:9])[C:24]1[CH:29]=[CH:28][CH:27]=[CH:26][CH:25]=1. Procedure: WO 93/09120 describes a process for the preparation of dimiracetam (2,5-dioxohexa-hydro-1H-pyrrolo[1,2-a]imidazole) 1 and related compounds. 5-Ethoxy-2-pyrrolidone is reacted with benzyl carbamate with a catalytic amount of p-toluenesulfonic acid to give 5-benzyloxycarbonylamino-2-pyrrolidone. This compound is then deprotonated at the pyrrolidine nitrogen with sodium hydride in acetonitrile, and reacted with ethyl bromoacetate to give ethyl 5-benzyloxycarbonylamino-2-oxo-1-pyrrolidine-acetate 2.... Starting materials: NC1=C(C=C2C(C(N(C2=C1)CCCCC)=O)(C)C)NC(C)C (6-amino-5-isopropylamino-3,3-dimethyl-1-pentyl-1,3-dihydro-indol-2-one), BrC#N (BrCN). Run in C1CCOC1 (THF), O (water). Product: NC1=NC=2C(=CC=3C(C(N(C3C2)CCCCC)=O)(C)C)N1C(C)C (2-Amino-1-isopropyl-7,7-dimethyl-5-pentyl-5,7-dihydro-1H-imidazo[4,5-f]indol-6-one). Isolated yield 97.5%. Reaction SMILES: [NH2:1][C:2]1[CH:10]=[C:9]2[C:5]([C:6]([CH3:18])([CH3:17])[C:7](=[O:16])[N:8]2[CH2:11][CH2:12][CH2:13][CH2:14][CH3:15])=[CH:4][C:3]=1[NH:19][CH:20]([CH3:22])[CH3:21].Br[C:24]#[N:25]>O.C1COCC1>[NH2:25][C:24]1[N:19]([CH:20]([CH3:21])[CH3:22])[C:3]2=[CH:4][C:5]3[C:6]([CH3:18])([CH3:17])[C:7](=[O:16])[N:8]([CH2:11][CH2:12][CH2:13][CH2:14][CH3:15])[C:9]=3[CH:10]=[C:2]2[N:1]=1. Procedure: Analogously to general procedure (III) 6-amino-5-isopropylamino-3,3-dimethyl-1-pentyl-1,3-dihydro-indol-2-one (180 mg) is cyclized using BrCN (3 M; 0.2 ml; 600 μmol) at RT in water (2.5 ml) and THF (1 ml). After aqueous work-up the desired compound (190 mg) is obtained.